Task: describe an organic reaction: reactants, conditions, products, and yield. Dataset: the Open Reaction Database (ORD), a public repository of structured organic reaction records The reactants are CI, CC#N, CSc1nc(=O)n(C(C)C)c(=O)[nH]1, [Na]. Product: CSc1nc(=O)n(C(C)C)c(=O)n1C. As a reaction SMILES: [CH3:15][I:16].[CH3:17][C:18]#[N:19].[CH:1]([CH3:2])([CH3:3])[n:4]1[c:5](=[O:13])[nH:6][c:7]([S:11][CH3:12])[n:8][c:9]1=[O:10].[Na:14]>>[CH:1]([CH3:2])([CH3:3])[n:4]1[c:5](=[O:13])[n:6][c:7]([S:11][CH3:12])[n:8]([CH3:15])[c:9]1=[O:10]. The reactants are C(C)(C)(C)C1=CC=C(C=C1)[C@@H]1N(CC[C@H](C1)C1=CC(NO1)=O)C(=O)OC (Trans-methyl 2-(4-tert-butylphenyl)-4-(3-oxo-2,3-dihydroisoxazol-5-yl)piperidine-1-carboxylate), Br (hydrogen bromide). Run at time 18 hour. Product: C(C)(C)(C)C1=CC=C(C=C1)[C@@H]1NCC[C@H](C1)C1=CC(NO1)=O (5-(trans-2-(4-tert-butylphenyl)piperidin-4-yl)isoxazol-3(2H)-one). The yield is 83.0%. RXN SMILES: [C:1]([C:5]1[CH:10]=[CH:9][C:8]([C@H:11]2[CH2:16][C@H:15]([C:17]3[O:21][NH:20][C:19](=[O:22])[CH:18]=3)[CH2:14][CH2:13][N:12]2C(OC)=O)=[CH:7][CH:6]=1)([CH3:4])([CH3:3])[CH3:2].Br>>[C:1]([C:5]1[CH:10]=[CH:9][C:8]([C@H:11]2[CH2:16][C@H:15]([C:17]3[O:21][NH:20][C:19](=[O:22])[CH:18]=3)[CH2:14][CH2:13][NH:12]2)=[CH:7][CH:6]=1)([CH3:4])([CH3:2])[CH3:3]. Procedure: Trans-methyl 2-(4-tert-butylphenyl)-4-(3-oxo-2,3-dihydroisoxazol-5-yl)piperidine-1-carboxylate (0.26 g, 0.73 mmol) was dissolved in hydrogen bromide (33% in acetic acid, 5 mL, 71.37 mmol) and stirred at room temperature for 18 h. Solvents were evaporated and the residue purified by preparative HPLC (Instrument: FractionLynx II, Mobilphase: gradient 5-95% MeCN in 0.2% NH3, pH 10, Column: Xbridge Prep C18 5 μm OBD 19*150 mm) to yield 5-(trans-2-(4-tert-butylphenyl)piperidin-4-yl)isoxazol-3(2H)-one... Reactants: C(C)(C)C=1C=CC(=C(C1)C1=C(C=C(C=C1)C(F)(F)F)CNC1=NC=C(C=N1)OCCCC(=O)OC(C)(C)C)OC (tert-butyl 4-{2-[(5′-isopropyl-2′-methoxy-4-trifluoromethyl-biphenyl-2-ylmethyl)-amino]-pyrimidin-5-yloxy}-butyrate), BrC1=CC(=CC(=C1)C(F)(F)F)C(F)(F)F (1-bromo-3,5-bis-trifluoromethyl-benzene), C1(=CC=CC=C1)P(C1=CC=CC=2C(C3=CC=CC(=C3OC12)P(C1=CC=CC=C1)C1=CC=CC=C1)(C)C)C1=CC=CC=C1 (4,5-bis(diphenylphosphino)-9,9-dimethylxanthene). The reagents and catalysts are C(C)(=O)[O-].[Pd+2].C(C)(=O)[O-] (palladium acetate). Run in C1(=CC=CC=C1)C (toluene), C1(=CC=CC=C1)C (toluene). Reaction conditions: time 5 minute. Yields the product FC(C=1C=C(C=C(C1)C(F)(F)F)N(C1=NC=C(C=N1)OCCCC(=O)OC(C)(C)C)CC1=C(C=CC(=C1)C(F)(F)F)C1=C(C=CC(=C1)C(C)C)OC)(F)F (tert-butyl 4-{2-[(3,5-bis-trifluoromethyl-phenyl)-(5′-isopropyl-2′-methoxy-4-trifluoromethyl-biphenyl-2-ylmethyl)-amino]-pyrimidin-5-yloxy}-butyrate). Yield: 74.0%. RXN SMILES: C1(P(C2C=CC=CC=2)C2C3OC4C(=CC=CC=4P(C4C=CC=CC=4)C4C=CC=CC=4)C(C)(C)C=3C=CC=2)C=CC=CC=1.[CH:43]([C:46]1[CH:47]=[CH:48][C:49]([O:81][CH3:82])=[C:50]([C:52]2[CH:57]=[CH:56][C:55]([C:58]([F:61])([F:60])[F:59])=[CH:54][C:53]=2[CH2:62][NH:63][C:64]2[N:69]=[CH:68][C:67]([O:70][CH2:71][CH2:72][CH2:73][C:74]([O:76][C:77]([CH3:80])([CH3:79])[CH3:78])=[O:75])=[CH:66][N:65]=2)[CH:51]=1)([CH3:45])[CH3:44].Br[C:84]1[CH:89]=[C:88]([C:90]([F:93])([F:92])[F:91])[CH:87]=[C:86]([C:94]([F:97])([F:96])[F:95])[CH:85]=1>C([O-])(=O)C.[Pd+2].C([O-])(=O)C.C1(C)C=CC=CC=1>[F:91][C:90]([F:92])([F:93])[C:88]1[CH:89]=[C:84]([N:63]([CH2:62][C:53]2[CH:54]=[C:55]([C:58]([F:61])([F:59])[F:60])[CH:56]=[CH:57][C:52]=2[C:50]2[CH:51]=[C:46]([CH:43]([CH3:45])[CH3:44])[CH:47]=[CH:48][C:49]=2[O:81][CH3:82])[C:64]2[N:65]=[CH:66][C:67]([O:70][CH2:71][CH2:72][CH2:73][C:74]([O:76][C:77]([CH3:80])([CH3:79])[CH3:78])=[O:75])=[CH:68][N:69]=2)[CH:85]=[C:86]([C:94]([F:95])([F:96])[F:97])[CH:87]=1 |f:3.4.5|. Reported procedure: To toluene (1 ml) are added 4,5-bis(diphenylphosphino)-9,9-dimethylxanthene (62 mg) and palladium acetate (II) (16 mg) and the mixture is stirred under nitrogen atmosphere at room temperature for 5 minutes. To the mixed solvent is added the mixed solution of tert-butyl 4-{2-[(5′-isopropyl-2′-methoxy-4-trifluoromethyl-biphenyl-2-ylmethyl)-amino]-pyrimidin-5-yloxy}-butyrate (200 mg), 1-bromo-3,5-bis-trifluoromethyl-benzene (126 mg) and toluene (1.5 ml), and the mixture is degassed under reduced pr... Reactants: CI (Methyl iodide), O=C1NC(C2=CC=CC=C12)CC(=O)O (2,3-dihydro-3-oxo-1H-isoindole-1-acetic acid), [H-].[Na+] (NaH). Run in CN(C)C=O (DMF), CN(C)C=O (DMF). Conditions: time 30 minute. Product: COC(CC1NC(C2=CC=CC=C12)=O)=O (2,3-dihydro-3-oxo-1H-isoindole-1-acetic acid methyl ester). The yield is 55.9%. Reaction SMILES: [O:1]=[C:2]1[C:10]2[C:5](=[CH:6][CH:7]=[CH:8][CH:9]=2)[CH:4]([CH2:11][C:12]([OH:14])=[O:13])[NH:3]1.[H-].[Na+].[CH3:17]I>CN(C=O)C>[CH3:17][O:13][C:12](=[O:14])[CH2:11][CH:4]1[C:5]2[C:10](=[CH:9][CH:8]=[CH:7][CH:6]=2)[C:2](=[O:1])[NH:3]1 |f:1.2|. Reported procedure: A solution of 2,3-dihydro-3-oxo-1H-isoindole-1-acetic acid (Rowe F. M., et al., J. Chem. Soc., 1098, 1936) (20 g, 104.6 mmol) in 100 mL of DMF is added to a suspension of NaH (2.5 g, 104.6 mmol) in 200 mL of DMF at room temperature under argon. Some cooling is required during the addition to keep the mixture at room temperature. The mixture is stirred at room temperature for 30 minutes. Methyl iodide (14.8 g, 104.6 mmol) is added, and the mixture is stirred at room temperature overnight. The rea... The reactants are COB(OC)OC (trimethylborate), BrCCCC1=CC=CC=C1 (4-bromopropylbenzene), [Mg] (magnesium). Reported procedure: To a suspension of magnesium shavings (217 mg, 8.9 mmol) in 3 mL of dry tetrahydrofuran under argon, a crystal along with a solution of 4-bromopropylbenzene (1.69 g, 8.5 mmol) dissolved in 6 mL of tetrahydrofuran was added at such a rate that a gentle reflux was maintained. The solution was refluxed for an additional 0.5 h, cooled to room temperature and added in portions over 10 minutes to a solution of trimethylborate (924 mg, 8.9 mmol) previously dissolved in 4 mL of dry ether at -78° C. Afte... As a reaction SMILES: [Mg].Br[CH2:3][CH2:4][CH2:5][C:6]1[CH:11]=[CH:10][CH:9]=[CH:8][CH:7]=1.C[O:13][B:14](OC)[O:15]C>O1CCCC1.CCOCC>[CH2:5]([C:6]1[CH:11]=[CH:10][C:9]([B:14]([OH:15])[OH:13])=[CH:8][CH:7]=1)[CH2:4][CH3:3]. Solvent: O1CCCC1 (tetrahydrofuran), O1CCCC1 (tetrahydrofuran), CCOCC (ether). Reaction conditions: time 30 minute. The product is C(CC)C1=CC=C(C=C1)B(O)O (4-propylphenyl boronic acid). Starting materials: O=C1NC2=C(C=CC=C2C1)NC1=CC=CC=C1 (2-oxo-7-anilinoindoline), [OH-].[Na+] (sodium hydroxide), O1CCOCC1 (dioxane). Run in O (water). Product: NC1=C(C=CC=C1NC1=CC=CC=C1)CC(=O)[O-].[Na+] (sodium 2-(2-amino-3-anilinophenyl)acetate). As a reaction SMILES: [O:1]=[C:2]1[CH2:10][C:9]2[C:4](=[C:5]([NH:11][C:12]3[CH:17]=[CH:16][CH:15]=[CH:14][CH:13]=3)[CH:6]=[CH:7][CH:8]=2)[NH:3]1.[OH-].[Na+:19].[O:20]1CCOCC1>O>[NH2:3][C:4]1[C:5]([NH:11][C:12]2[CH:17]=[CH:16][CH:15]=[CH:14][CH:13]=2)=[CH:6][CH:7]=[CH:8][C:9]=1[CH2:10][C:2]([O-:20])=[O:1].[Na+:19] |f:1.2,5.6|. Procedure details: A mixture of 2-oxo-7-anilinoindoline (3 g.), sodium hydroxide (1.07 g.), dioxane (10 ml.) and water (50 ml.) was refluxed under heating for 22 hours with stirring. After cooling, the reaction mixture was filtered, and the filtrate was evaporated under reduced pressure. The residue was dissolved in ethanol under heating and filtered. The filtrate was evaporated under reduced pressure and the oily residue was crystallized with ethyl acetate, collected by filtration, washed with ethyl acetate and d... Starting materials: BrC1=CC=CC=2C3=CC=CC=C3C(C12)(C)C (bromo-9,9-dimethyl-9H-fluorene), C1(=CC=CC=C1)C1=CC=C(N)C=C1 (p-phenylaniline), CC(C)([O-])C.[Na+] (sodium tert-butoxide). The reagents and catalysts are C1=CC=C(C=C1)P([C-]2C=CC=C2)C3=CC=CC=C3.C1=CC=C(C=C1)P([C-]2C=CC=C2)C3=CC=CC=C3.[Fe+2] (DPPF), C(C)(=O)[O-].[Pd+2].C(C)(=O)[O-] (palladium(II)acetate). The solvent is C1(=CC=CC=C1)C (toluene). Yields the product C1(=CC=C(C=C1)NC1=CC=2C(C3=CC=CC=C3C2C=C1)(C)C)C1=CC=CC=C1 (biphenyl-4-yl-(9,9-dimethyl-9H-fluoren-2-yl)amine). Reaction SMILES: Br[C:2]1[C:14]2[C:13]([CH3:16])([CH3:15])[C:12]3[C:7](=[CH:8][CH:9]=[CH:10][CH:11]=3)[C:6]=2[CH:5]=[CH:4][CH:3]=1.[C:17]1([C:23]2[CH:29]=[CH:28][C:26]([NH2:27])=[CH:25][CH:24]=2)[CH:22]=[CH:21][CH:20]=[CH:19][CH:18]=1.CC(C)([O-])C.[Na+]>C1(C)C=CC=CC=1.C1C=CC(P(C2C=CC=CC=2)[C-]2C=CC=C2)=CC=1.C1C=CC(P(C2C=CC=CC=2)[C-]2C=CC=C2)=CC=1.[Fe+2].C([O-])(=O)C.[Pd+2].C([O-])(=O)C>[C:23]1([C:17]2[CH:22]=[CH:21][CH:20]=[CH:19][CH:18]=2)[CH:24]=[CH:25][C:26]([NH:27][C:3]2[CH:4]=[CH:5][C:6]3[C:7]4[C:12](=[CH:11][CH:10]=[CH:9][CH:8]=4)[C:13]([CH3:16])([CH3:15])[C:14]=3[CH:2]=2)=[CH:28][CH:29]=1 |f:2.3,5.6.7,8.9.10|. Procedure: 50 g of bromo-9,9-dimethyl-9H-fluorene (183 mmol), 38 g of p-phenylaniline (220 mmol), 1.5 g of DPPF (2.7 mmol), 0.5 g of palladium(II)acetate and 45 g of sodium tert-butoxide (486 mmol) are heated at the boil in 1.5 l of toluene under a protective-gas atmosphere for 18 h. The mixture is subsequently partitioned between toluene and water, and the organic phase is washed three times with water, dried over Na2SO4 and evaporated in a rotary evaporator. The residue which remains is recrystallised fr...